This data is from the Open Reaction Database (ORD), a public repository of structured organic reaction records. The task is: describe an organic reaction: reactants, conditions, products, and yield Starting materials: S=C(Cl)Cl, Nc1ccc(Cl)c(Cl)c1, O. The product is S=C=Nc1ccc(Cl)c(Cl)c1. As a reaction SMILES: [Cl:10][C:11]([Cl:12])=[S:13].[NH2:1][c:2]1[cH:3][cH:4][c:5]([Cl:6])[c:7]([Cl:8])[cH:9]1.[OH2:14]>>[N:1]([c:2]1[cH:3][cH:4][c:5]([Cl:6])[c:7]([Cl:8])[cH:9]1)=[C:11]=[S:13]. Reactants: C(C)(=O)OC(C#CCNS(=O)(=O)C)COC1=CC=C(C=C1)F (N-[4-acetoxy-5-(4-fluorophenoxy)-2-pentynyl]methanesulfonamide), BrCC#CCCCC(=O)OCC (ethyl 7-bromo-5-heptynoate), C(C)(=O)OC(C#CCN(S(=O)(=O)C)CCCCCCC(=O)OCC)COC1=CC=C(C=C1)F (ethyl 7-{N-[4-acetoxy-5-(4-fluorophenoxy)-2-pentynyl]methanesulfonamido}heptanoate), C(C)(=O)OC(CCCNS(=O)(=O)C)COC1=CC=C(C=C1)F (N-[4-acetoxy-5-(4-fluorophenoxy)pentyl]methanesulfonamide), BrCCCCCCC(=O)OCC (ethyl 7-bromoheptanoate). The product is OC(C#CCN(S(=O)(=O)C)CCCCCCC(=O)O)COC1=CC=C(C=C1)F (7-{N-[4-hydroxy-5-(4-fluorophenoxy)-2-pentynyl]methanesulfonamido}heptanoic Acid). RXN SMILES: C(OC(COC1C=CC(F)=CC=1)C#CCNS(C)(=O)=O)(=O)C.C(OC(COC1C=CC(F)=CC=1)CCCNS(C)(=O)=O)(=O)C.BrCCCCCCC(OCC)=O.BrCC#CCCCC(OCC)=O.C([O:72][CH:73]([CH2:93][O:94][C:95]1[CH:100]=[CH:99][C:98]([F:101])=[CH:97][CH:96]=1)[C:74]#[C:75][CH2:76][N:77]([CH2:82][CH2:83][CH2:84][CH2:85][CH2:86][CH2:87][C:88]([O:90]CC)=[O:89])[S:78]([CH3:81])(=[O:80])=[O:79])(=O)C>>[OH:72][CH:73]([CH2:93][O:94][C:95]1[CH:100]=[CH:99][C:98]([F:101])=[CH:97][CH:96]=1)[C:74]#[C:75][CH2:76][N:77]([CH2:82][CH2:83][CH2:84][CH2:85][CH2:86][CH2:87][C:88]([OH:90])=[O:89])[S:78]([CH3:81])(=[O:80])=[O:79]. Procedure details: This compound is prepared by the procedure described in Example 2, Step I, except that N-[4-acetoxy-5-(4-fluorophenoxy)-2-pentynyl]methanesulfonamide is substituted for the N-[4-acetoxy-5-(4-fluorophenoxy)pentyl]methanesulfonamide and ethyl 7-bromoheptanoate is substituted for ethyl 7-bromo-5-heptynoate. The product is thus ethyl 7-{N-[4-acetoxy-5-(4-fluorophenoxy)-2-pentynyl]methanesulfonamido}heptanoate. The subsequent hydrolysis (Example 2, Step J) affords the subject compound. Starting materials: FC1=CC=C(C=C1)C1=C2C(=NC(=C1C1=CC=NC=C1)C1=CC=C(C=C1)F)NN=C2 (4,6-Bis(4-fluorophenyl)-5-(4-pyridyl)-1H-pyrazolo[3,4-b]pyridine), [OH-].[K+] (KOH), crown ether, O (water), CCOC(=O)C (EtOAc). The solvent is C1(=CC=CC=C1)C (toluene), C1(=CC=CC=C1)C (toluene). Run at temperature 100 celsius, time 2 day. Product: C(C)N1N=C2N=C(C(=C(C2=C1)C1=CC=C(C=C1)F)C1=CC=NC=C1)C1=CC=C(C=C1)F (2-ethyl-4,6-bis(4-fluorophenyl)-5-(4-pyridyl)pyrazolo[3,4-b]pyridine), C(C)N1N=CC=2C1=NC(=C(C2C2=CC=C(C=C2)F)C2=CC=NC=C2)C2=CC=C(C=C2)F (1-ethyl-4,6-bis(4-fluorophenyl)-5-(4-pyridyl)pyrazolo[3,4-b]pyridine). Yield: 9.0%. As a reaction SMILES: [F:1][C:2]1[CH:7]=[CH:6][C:5]([C:8]2[C:13]([C:14]3[CH:19]=[CH:18][N:17]=[CH:16][CH:15]=3)=[C:12]([C:20]3[CH:25]=[CH:24][C:23]([F:26])=[CH:22][CH:21]=3)[N:11]=[C:10]3[NH:27][N:28]=[CH:29][C:9]=23)=[CH:4][CH:3]=1.[OH-].[K+].O.[CH3:33][CH2:34]OC(C)=O>C1(C)C=CC=CC=1>[CH2:33]([N:28]1[CH:29]=[C:9]2[C:10]([N:11]=[C:12]([C:20]3[CH:25]=[CH:24][C:23]([F:26])=[CH:22][CH:21]=3)[C:13]([C:14]3[CH:15]=[CH:16][N:17]=[CH:18][CH:19]=3)=[C:8]2[C:5]2[CH:6]=[CH:7][C:2]([F:1])=[CH:3][CH:4]=2)=[N:27]1)[CH3:34].[CH2:33]([N:27]1[C:10]2=[N:11][C:12]([C:20]3[CH:25]=[CH:24][C:23]([F:26])=[CH:22][CH:21]=3)=[C:13]([C:14]3[CH:15]=[CH:16][N:17]=[CH:18][CH:19]=3)[C:8]([C:5]3[CH:6]=[CH:7][C:2]([F:1])=[CH:3][CH:4]=3)=[C:9]2[CH:29]=[N:28]1)[CH3:34] |f:1.2|. Reported procedure: A suspension of 4,6-bis(4-fluorophenyl)-5-(4-pyridyl)-1H-pyrazolo[3,4-b]pyridine (0.39 g, 0.8 mmol, obtained in example 1), KOH (0.05 g, 0.8 mmol) and crown ether 18-C-6 (0.01 g, 0.03 mmol) in toluene (3 mL) was heated to 100° C. for 2 h. A solution of lodoethane (0.18 g, 1.2 mmol) in toluene (1 mL) was added and stirred at 100° C. for 2 days. It was allowed to cool, water and EtOAc were added and the phases were separated. The aqueous phase was extracted with EtOAc. The organic phase was dried ... The reactants are ClS(=O)(=O)N=C=O (chlorosulfonyl isocyanate), aqueous solution, S(=O)([O-])[O-].[Na+].[Na+] (sodium sulfite), C(C1=CC=CC=C1)OC(=O)N[C@@H]1C(N[C@@H]1CO)=O ((3S,4S)-3-benzyloxycarbonylamino-4-hydroxymethyl-2-azetidinone). Run in ClCCl (dichloromethane). Conditions: temperature -15 celsius, time 30 minute. The product is C(C1=CC=CC=C1)OC(=O)N[C@@H]1C(N[C@@H]1COC(N)=O)=O ((3S,4S)-3-benzyloxycarbonylamino-4-carbamoyloxymethyl-2-azetidinone). Isolated yield 55.1%. Reaction SMILES: [CH2:1]([O:8][C:9]([NH:11][C@H:12]1[C@@H:15]([CH2:16][OH:17])[NH:14][C:13]1=[O:18])=[O:10])[C:2]1[CH:7]=[CH:6][CH:5]=[CH:4][CH:3]=1.ClS([N:23]=[C:24]=[O:25])(=O)=O.S([O-])([O-])=O.[Na+].[Na+]>ClCCl>[CH2:1]([O:8][C:9]([NH:11][C@H:12]1[C@@H:15]([CH2:16][O:17][C:24](=[O:25])[NH2:23])[NH:14][C:13]1=[O:18])=[O:10])[C:2]1[CH:3]=[CH:4][CH:5]=[CH:6][CH:7]=1 |f:2.3.4|. Procedure: In 16 ml of dry dichloromethane is dissolved 0.50 g of (3S,4S)-3-benzyloxycarbonylamino-4-hydroxymethyl-2-azetidinone obtained in Example 37 and, on cooling at -15° C., 0.368 g of chlorosulfonyl isocyanate is added, followed by stirring for 30 minutes. A 15-ml aqueous solution of 0.72 g of sodium sulfite is added and the solution is warmed to room temperature, followed by stirring for 1 hour. The dichloromethane is distilled off under reduced pressure and the residue is extracted twice with ethy... RXN SMILES: [BH4-].[Na+].CO.[F:5][C:6]1[CH:15]=[CH:14][CH:13]=[C:12]2[C:7]=1[C:8](=[O:28])[C:9]([CH3:27])([CH3:26])[N:10]=[C:11]2[C:16]1[CH:17]=[N:18][C:19]2[C:24]([CH:25]=1)=[CH:23][CH:22]=[CH:21][CH:20]=2>O>[F:5][C:6]1[CH:15]=[CH:14][CH:13]=[C:12]2[C:7]=1[CH:8]([OH:28])[C:9]([CH3:26])([CH3:27])[N:10]=[C:11]2[C:16]1[CH:17]=[N:18][C:19]2[C:24]([CH:25]=1)=[CH:23][CH:22]=[CH:21][CH:20]=2 |f:0.1|. Procedure details: Sodium borohydride (103 mg) was added to a methanol (8 mL) solution of 3-(5-fluoro-4-keto-3,3-dimethyl-3,4-dihydroisoquinolin-1-yl)quinoline (300 mg, 0.9 mmol) followed by stirring for 2.5 hours at room temperature, pouring water, extracting with ethyl acetate, and applying the resulting residue to chromatography to obtain 215 mg (yield 74%) of the target compound. Reactants: [BH4-].[Na+] (Sodium borohydride), CO (methanol), FC1=C2C(C(N=C(C2=CC=C1)C=1C=NC2=CC=CC=C2C1)(C)C)=O (3-(5-fluoro-4-keto-3,3-dimethyl-3,4-dihydroisoquinolin-1-yl)quinoline). Run in O (water). Conditions: time 2.5 hour. The yield is 74.6%. Yields the product FC1=C2C(C(N=C(C2=CC=C1)C=1C=NC2=CC=CC=C2C1)(C)C)O (3-(5-fluoro-4-hydroxy-3,3-dimethyl-3,4-dihydroisoquinolin-1-yl)quinoline).